This data is from the Open Reaction Database (ORD), a public repository of structured organic reaction records. The task is: describe an organic reaction: reactants, conditions, products, and yield Reactants: C12(CC3CC(CC(C1)C3)C2)CO (adamantan-1-ylmethanol), FC1(C2CC3(CC(CC1C3)C2)CO)F (4,4-difluoro-1-(hydroxymethyl)adamantane), ClC=1C(=CC(=C(C(=O)NS(=O)(=O)C)C1)F)F (5-chloro-2,4-difluoro-N-(methylsulfonyl)benzamide), ClC=1C(=CC(=C(C(=O)NS(N(C)C)(=O)=O)C1)F)F (5-chloro-N—(N,N-dimethylsulfamoyl)-2,4-difluorobenzamide). Yields the product ClC=1C(=CC(=C(C(=O)NS(N(C)C)(=O)=O)C1)F)OCC12CC3C(C(CC(C1)C3)C2)(F)F (5-chloro-4-((4,4-difluoroadamantan-1-yl)methoxy)-N—(N,N-dimethylsulfamoyl)-2-fluorobenzamide), solid. Isolated yield 44.0%. Reaction SMILES: ClC1C(F)=CC(F)=C(C=1)C(NS(C)(=O)=O)=O.[Cl:17][C:18]1[C:19](F)=[CH:20][C:21]([F:33])=[C:22]([CH:32]=1)[C:23]([NH:25][S:26](=[O:31])(=[O:30])[N:27]([CH3:29])[CH3:28])=[O:24].C12(CO)CC3CC(CC(C3)C1)C2.[F:47][C:48]1([F:60])[CH:55]2[CH2:56][C:51]3([CH2:58][OH:59])[CH2:52][CH:53]([CH2:57][CH:49]1[CH2:50]3)[CH2:54]2>>[Cl:17][C:18]1[C:19]([O:59][CH2:58][C:51]23[CH2:56][CH:55]4[CH2:54][CH:53]([CH2:57][CH:49]([C:48]4([F:47])[F:60])[CH2:50]2)[CH2:52]3)=[CH:20][C:21]([F:33])=[C:22]([CH:32]=1)[C:23]([NH:25][S:26](=[O:31])(=[O:30])[N:27]([CH3:29])[CH3:28])=[O:24]. Procedure details: Following the procedure as described in Example 8 and making variations as required to replace 5-chloro-2,4-difluoro-N-(methylsulfonyl)benzamide with 5-chloro-N—(N,N-dimethylsulfamoyl)-2,4-difluorobenzamide and adamantan-1-ylmethanol with 4,4-difluoro-1-(hydroxymethyl)adamantane, the title compound was obtained as a colorless solid (0.21 g, 44%): 1H NMR (300 MHz, CDCl3) δ 8.64 (br s, 1H), 8.16-8.03 (m, 1H), 6.73-6.60 (m, 1H), 3.63 (s, 2H), 3.03 (s, 6H), 2.37-2.25 (m, 2H), 2.11-1.84 (m, 5H), 1.81... Reactants: C(CCCCC)ON=C(C(=O)OCC)C(C)=O (Ethyl 2-n-hexyloxyimino-3-oxobutyrate), S(=O)(=O)(Cl)Cl (sulfuryl chloride). Run in C(C)(=O)O (acetic acid). The product is C(CCCCC)ON=C(C(=O)OCC)C(CCl)=O (ethyl 2-n-hexyloxyimino-4-chloro-3-oxobutyrate). The yield is 80.2%. RXN SMILES: [CH2:1]([O:7][N:8]=[C:9]([C:15](=[O:17])[CH3:16])[C:10]([O:12][CH2:13][CH3:14])=[O:11])[CH2:2][CH2:3][CH2:4][CH2:5][CH3:6].S(Cl)([Cl:21])(=O)=O>C(O)(=O)C>[CH2:1]([O:7][N:8]=[C:9]([C:15](=[O:17])[CH2:16][Cl:21])[C:10]([O:12][CH2:13][CH3:14])=[O:11])[CH2:2][CH2:3][CH2:4][CH2:5][CH3:6]. Procedure: Ethyl 2-n-hexyloxyimino-3-oxobutyrate (syn isomer, 60.7 g.), acetic acid (61 ml.) and sulfuryl chloride (34.7 g.) were treated in a similar manner to that of Example F-(2) to give ethyl 2-n-hexyloxyimino-4-chloro-3-oxobutyrate (syn isomer, 55.6 g.).